From a dataset of the Open Reaction Database (ORD), a public repository of structured organic reaction records. describe an organic reaction: reactants, conditions, products, and yield Reactants: [H-].[Na+] (sodium hydride), COC1=CC=C(CS)C=C1 (p-methoxybenzyl mercaptan), [Cl-].[Na+] (sodium chloride), C(C)(C)(C)OC(=O)N1[C@@H](C[C@H](C1)OS(=O)(=O)C)C(N)=O ((2S, 4R)-1-(t-butoxycarbonyl)-2-carbamoyl-4-methanesulfonyloxypyrrolidine). Solvent: CN(C=O)C (dimethylformamide). Run at time 30 minute. Yields the product C(C)(C)(C)OC(=O)N1[C@@H](C[C@H](C1)SCC1=CC=C(C=C1)OC)C(N)=O ((2S, 4R)-1-(t-Butoxycarbonyl)-2-carbamoyl-4-(4-methoxybenzylthio)pyrrolidine). The yield is 76.3%. RXN SMILES: [H-].[Na+].[CH3:3][O:4][C:5]1[CH:12]=[CH:11][C:8]([CH2:9][SH:10])=[CH:7][CH:6]=1.[C:13]([O:17][C:18]([N:20]1[CH2:24][C@H:23](OS(C)(=O)=O)[CH2:22][C@H:21]1[C:30](=[O:32])[NH2:31])=[O:19])([CH3:16])([CH3:15])[CH3:14].[Cl-].[Na+]>CN(C)C=O>[C:13]([O:17][C:18]([N:20]1[CH2:24][C@H:23]([S:10][CH2:9][C:8]2[CH:11]=[CH:12][C:5]([O:4][CH3:3])=[CH:6][CH:7]=2)[CH2:22][C@H:21]1[C:30](=[O:32])[NH2:31])=[O:19])([CH3:16])([CH3:14])[CH3:15] |f:0.1,4.5|. Procedure: 330 mg of sodium hydride (as a 55% w/w dispersion in mineral oil) were added, whilst ice-cooling, to a solution of 1.18 g of p-methoxybenzyl mercaptan in 25 ml of dry dimethylformamide, and the mixture was stirred at room temperature for 30 minutes. At the end of this time, 2.14 g of (2S, 4R)-1-(t-butoxycarbonyl)-2-carbamoyl-4-methanesulfonyloxypyrrolidine [prepared as described in step (3) above] were added to the mixture, which was then stirred at room temperature for 3 hours. The reaction mix...